Task: describe an organic reaction: reactants, conditions, products, and yield. Dataset: the Open Reaction Database (ORD), a public repository of structured organic reaction records Reported procedure: A 14.45 g quantity of p-chlorothiophenol and 13.8 g of anhydrous potassium carbonate were added to 200 ml of acetonitrile, and 13.45 of 1-chloro-3,3-dimethyl-2-butanone was added in small portions to the mixture while stirring the mixture. After stirring the mixture at 70° to 75° C. for 6 hours, the solid separating out was filtered off. The filtrate was concentrated to obtain a residue, which was subjected to extraction with benzene. To the extract was added 200 ml of 10% sodium hydroxide solut... Solvent: C(C)#N (acetonitrile). The reactants are ClC1=CC=C(C=C1)S (p-chlorothiophenol), C([O-])([O-])=O.[K+].[K+] (potassium carbonate), ClCC(C(C)(C)C)=O (1-chloro-3,3-dimethyl-2-butanone). Yields the product ClC1=CC=C(C=C1)SCC(C(C)(C)C)=O (1-(p-chlorophenylthio)-3,3-dimethyl-2-butanone). As a reaction SMILES: [Cl:1][C:2]1[CH:7]=[CH:6][C:5]([SH:8])=[CH:4][CH:3]=1.C(=O)([O-])[O-].[K+].[K+].Cl[CH2:16][C:17](=[O:22])[C:18]([CH3:21])([CH3:20])[CH3:19]>C(#N)C>[Cl:1][C:2]1[CH:7]=[CH:6][C:5]([S:8][CH2:16][C:17](=[O:22])[C:18]([CH3:21])([CH3:20])[CH3:19])=[CH:4][CH:3]=1 |f:1.2.3|. The reactants are ClC=1C=CC=C2C=C(C(=NC12)C1=C(C=CC(=C1)F)C(F)(F)F)CO ((8-chloro-2-(5-fluoro-2-(trifluoromethyl)phenyl)quinolin-3-yl)-methanol), C(Cl)(Cl)Cl (chloroform), S(=O)(Cl)Cl (thionyl chloride). Reaction conditions: time 3 hour. The product is Cl.ClC=1C=CC=C2C=C(C(=NC12)C1=C(C=CC(=C1)F)C(F)(F)F)CCl (8-chloro-3-(chloromethyl)-2-(5-fluoro-2-(trifluoromethyl)phenyl)quinoline hydrochloride). RXN SMILES: [Cl:1][C:2]1[CH:3]=[CH:4][CH:5]=[C:6]2[C:11]=1[N:10]=[C:9]([C:12]1[CH:17]=[C:16]([F:18])[CH:15]=[CH:14][C:13]=1[C:19]([F:22])([F:21])[F:20])[C:8]([CH2:23]O)=[CH:7]2.C(Cl)(Cl)[Cl:26].S(Cl)(Cl)=O>>[ClH:1].[Cl:1][C:2]1[CH:3]=[CH:4][CH:5]=[C:6]2[C:11]=1[N:10]=[C:9]([C:12]1[CH:17]=[C:16]([F:18])[CH:15]=[CH:14][C:13]=1[C:19]([F:22])([F:21])[F:20])[C:8]([CH2:23][Cl:26])=[CH:7]2 |f:3.4|. Procedure details: A solution of (8-chloro-2-(5-fluoro-2-(trifluoromethyl)phenyl)quinolin-3-yl)-methanol (0.3016 g, 0.8479 mmol) in chloroform (2.826 mL, 0.8479 mmol) was treated with thionyl chloride (0.3085 mL, 4.239 mmol) dropwise, and the reaction mixture was stirred at room temperature. After 3 h, the mixture was concentrated under reduced pressure and co-evaporated three times with CH2Cl2 to give 8-chloro-3-(chloromethyl)-2-(5-fluoro-2-(trifluoromethyl)phenyl)quinoline hydrochloride as a yellow syrup: 1H NMR... The reactants are N(CCO)(CCO)CCO (triethanolamine), S (H2S), α-cyano-m-phenoxybenzyl ester, ClC1=CC=C(C=C1)N[C@@H](C(C)C)C(=O)O (N-(4-chlorophenyl)valine), CN(C)C=O (DMF). Reaction conditions: time 8 hour. The product is thioamide, C(C)(=O)C(=O)N([C@@H](C(C)C)C(=O)O)C1=CC=C(C=C1)Cl (N-acetylformyl,N-(4-chlorophenyl)valine). Reaction SMILES: [Cl:1][C:2]1[CH:7]=[CH:6][C:5]([NH:8][C@H:9]([C:13]([OH:15])=[O:14])[CH:10]([CH3:12])[CH3:11])=[CH:4][CH:3]=1.N([CH2:23][CH2:24][OH:25])(CCO)CCO.S.CN([CH:30]=[O:31])C>>[C:24]([C:30]([N:8]([C:5]1[CH:4]=[CH:3][C:2]([Cl:1])=[CH:7][CH:6]=1)[C@H:9]([C:13]([OH:15])=[O:14])[CH:10]([CH3:12])[CH3:11])=[O:31])(=[O:25])[CH3:23]. Reported procedure: To a mixture of the α-cyano-m-phenoxybenzyl ester of N-(4-chlorophenyl)valine (0.79 g) and about 20 ml of dry DMF is added about one ml of triethanolamine at RT. Into the mixture is slowly bubbled H2S gas for about 3 hours. The reaction is then stirred overnight. The reaction is worked up by partition with ether/water. The organic phase is washed with brine (3×), dried over sodium sulfate, filtered and evaporated. The residue is plated on a prep. TLC plate eluting with 20% ethyl acetate/hexane t... The product is CC(C)(C)c1ccc(SCCCCCOc2ccc(C3=C(c4ccccc4)CCCc4cc(O)ccc43)cc2)cc1. As a reaction SMILES: [C:1]([CH3:2])([CH3:3])([CH3:4])[c:5]1[cH:6][cH:7][c:8]([S:11][CH2:12][CH2:13][CH2:14][CH2:15][CH2:16][O:17][c:18]2[cH:19][cH:20][c:21]([C:24]3=[C:25]([c:42]4[cH:43][cH:44][cH:45][cH:46][cH:47]4)[CH2:26][CH2:27][CH2:28][c:29]4[c:30]3[cH:31][cH:32][c:33]([O:35][CH:36]3[CH2:37][CH2:38][CH2:39][CH2:40][O:41]3)[cH:34]4)[cH:22][cH:23]2)[cH:9][cH:10]1.[CH3:60][OH:61].[O:48]1[CH2:49][CH2:50][CH2:51][CH2:52]1.[OH2:53].[OH:54][C:55]([C:56](=[O:57])[OH:58])=[O:59]>>[C:1]([CH3:2])([CH3:3])([CH3:4])[c:5]1[cH:6][cH:7][c:8]([S:11][CH2:12][CH2:13][CH2:14][CH2:15][CH2:16][O:17][c:18]2[cH:19][cH:20][c:21]([C:24]3=[C:25]([c:42]4[cH:43][cH:44][cH:45][cH:46][cH:47]4)[CH2:26][CH2:27][CH2:28][c:29]4[c:30]3[cH:31][cH:32][c:33]([OH:35])[cH:34]4)[cH:22][cH:23]2)[cH:9][cH:10]1. Reactants: CC(C)(C)c1ccc(SCCCCCOc2ccc(C3=C(c4ccccc4)CCCc4cc(OC5CCCCO5)ccc43)cc2)cc1, CO, C1CCOC1, O, O=C(O)C(=O)O.